From a dataset of the Open Reaction Database (ORD), a public repository of structured organic reaction records. describe an organic reaction: reactants, conditions, products, and yield Starting materials: CN(C)C=O (DMF), ClC(COC1=CC=C(C=C1)N1C=NC2=C1C=CC(=C2)C(=O)NCC=2C=NC=CC2)C (1-[4-(2-Chloropropoxy)phenyl]-N-pyridin-3-ylmethyl-1H-benzimidazole-5-carboxamide), FC(OC=1C=C(C=CC1)O)(F)F (3-trifluoromethoxyphenol), C([O-])([O-])=O.[K+].[K+] (potassium carbonate). Solvent: O (water), C(C)#N (acetonitrile). Product: N1=CC(=CC=C1)CNC(=O)C1=CC2=C(N(C=N2)C2=CC=C(C=C2)OCCCOC2=CC(=CC=C2)OC(F)(F)F)C=C1 (N-pyridin-3-ylmethyl-1-(4-{3-[3-(trifluoromethoxy) phenoxy]propoxy}phenyl)-1H-benzimidazole-5-carboxamide). Reaction SMILES: Cl[CH:2]([CH3:30])[CH2:3][O:4][C:5]1[CH:10]=[CH:9][C:8]([N:11]2[C:15]3[CH:16]=[CH:17][C:18]([C:20]([NH:22][CH2:23][C:24]4[CH:25]=[N:26][CH:27]=[CH:28][CH:29]=4)=[O:21])=[CH:19][C:14]=3[N:13]=[CH:12]2)=[CH:7][CH:6]=1.[F:31][C:32]([F:42])([F:41])[O:33][C:34]1[CH:35]=[C:36]([OH:40])[CH:37]=[CH:38][CH:39]=1.C(=O)([O-])[O-].[K+].[K+].CN(C=O)C>C(#N)C.O>[N:26]1[CH:27]=[CH:28][CH:29]=[C:24]([CH2:23][NH:22][C:20]([C:18]2[CH:17]=[CH:16][C:15]3[N:11]([C:8]4[CH:9]=[CH:10][C:5]([O:4][CH2:3][CH2:2][CH2:30][O:40][C:36]5[CH:37]=[CH:38][CH:39]=[C:34]([O:33][C:32]([F:31])([F:41])[F:42])[CH:35]=5)=[CH:6][CH:7]=4)[CH:12]=[N:13][C:14]=3[CH:19]=2)=[O:21])[CH:25]=1 |f:2.3.4|. Procedure: 1-[4-(2-Chloropropoxy)phenyl]-N-pyridin-3-ylmethyl-1H-benzimidazole-5-carboxamide (prepared as described above using 1-(4-hydroxyphenyl)-N-pyridin-3-ylmethyl-1H-benzimidazole-5-carboxamide as phenol and 1-bromo-3-chloropropane as alkylating agent) (100 mg, 0.24 mmol), 3-trifluoromethoxyphenol (42 mg, 31 μL 0.24 mmol) and potassium carbonate (36 mg, 0.26 mmol) were suspended in acetonitrile (2 mL), DMF (1 mL), and water (0.5 mL) and the mixture stirred at 60° C. for 18 h. The reaction mixture was... Starting materials: O=C(O)Cn1cccc(OCc2ccccc2)c1=O, CN(C)C=O, C(=NC1CCCCC1)=NC1CCCCC1, O=C1CCC(=O)N1O. The product is O=C(Cn1cccc(OCc2ccccc2)c1=O)ON1C(=O)CCC1=O. RXN SMILES: [CH2:1]([c:2]1[cH:3][cH:4][cH:5][cH:6][cH:7]1)[O:8][c:9]1[c:10](=[O:19])[n:11]([CH2:15][C:16](=[O:17])[OH:18])[cH:12][cH:13][cH:14]1.[CH3:43][N:44]([CH3:45])[CH:46]=[O:47].[CH:28]1([N:29]=[C:30]=[N:31][CH:32]2[CH2:33][CH2:34][CH2:35][CH2:36][CH2:37]2)[CH2:38][CH2:39][CH2:40][CH2:41][CH2:42]1.[OH:20][N:21]1[C:22](=[O:27])[CH2:23][CH2:24][C:25]1=[O:26]>>[CH2:1]([c:2]1[cH:3][cH:4][cH:5][cH:6][cH:7]1)[O:8][c:9]1[c:10](=[O:19])[n:11]([CH2:15][C:16](=[O:17])[O:18][N:21]2[C:22](=[O:27])[CH2:23][CH2:24][C:25]2=[O:26])[cH:12][cH:13][cH:14]1. Reactants: CN(CCCOC1=CC=C(C=C1)C1=CN=C(S1)NC1=CC=CC=C1)C ({5-[4-(3-dimethylamino-propoxy)-phenyl]-thiazol-2-yl}-phenyl-amine), S1C=C(C=C1)C1=CN=C(S1)NC1=CC=C(C=C1)O (4-(5-thiophen-3-yl-thiazol-2-yl-amino)-phenol), Cl.ClCCN(C(C)C)C(C)C ((2-chloroethyl)-diisopropyl-amine hydrochloride). Run in C(Cl)Cl.CO (CH2Cl2 MeOH). Product: C(C)(C)N(CCOC1=CC=C(C=C1)NC=1SC(=CN1)C1=CSC=C1)C(C)C ([4-(2-Diisopropylamino-ethoxy)-phenyl]-(5-thiophen-3-yl-thiazol-2-yl)-amine). Reaction SMILES: CN(C)CCCOC1C=CC(C2SC(NC3C=CC=CC=3)=NC=2)=CC=1.[S:26]1[CH:30]=[CH:29][C:28]([C:31]2[S:35][C:34]([NH:36][C:37]3[CH:42]=[CH:41][C:40]([OH:43])=[CH:39][CH:38]=3)=[N:33][CH:32]=2)=[CH:27]1.Cl.Cl[CH2:46][CH2:47][N:48]([CH:52]([CH3:54])[CH3:53])[CH:49]([CH3:51])[CH3:50]>C(Cl)Cl.CO>[CH:49]([N:48]([CH:52]([CH3:54])[CH3:53])[CH2:47][CH2:46][O:43][C:40]1[CH:41]=[CH:42][C:37]([NH:36][C:34]2[S:35][C:31]([C:28]3[CH:29]=[CH:30][S:26][CH:27]=3)=[CH:32][N:33]=2)=[CH:38][CH:39]=1)([CH3:51])[CH3:50] |f:2.3,4.5|. Procedure details: The title compound is prepared as described in Example 8 for {5-[4-(3-dimethylamino-propoxy)-phenyl]-thiazol-2-yl}-phenyl-amine but starting from 4-(5-thiophen-3-yl-thiazol-2-yl-amino)-phenol (Example 12) and using (2-chloroethyl)-diisopropyl-amine hydrochloride. Title compound: ES-MS: 402.0 [M+H]+; single peak at tR=6.53 min (System 1); Rf=0.50 (CH2Cl2/MeOH, 80/20).